This data is from the Open Reaction Database (ORD), a public repository of structured organic reaction records. The task is: describe an organic reaction: reactants, conditions, products, and yield Starting materials: O=C(C(=O)OCC)C(C)=O (2,3-dioxobutyric acid, ethyl ester), (Z)-2-oxime, NCC1=NC=CC=C1 (2-aminomethyl pyridine). The solvent is C(C)#N (acetonitrile). Conditions: time 8 hour. Product: CC1=CN(C(N1)C1=NC=CC=C1)C(=O)OCC (5-methyl-2-(2-pyridinyl)-1H-imidazole-3-carboxylic acid, ethyl ester). Isolated yield 106.5%. Reaction SMILES: O=C(C(=O)C)[C:3]([O:5][CH2:6][CH3:7])=[O:4].[NH2:11][CH2:12][C:13]1[CH:18]=[CH:17][CH:16]=[CH:15][N:14]=1>C(#N)C>[CH3:18][C:13]1[NH:14][CH:12]([C:13]2[CH:18]=[CH:17][CH:16]=[CH:15][N:14]=2)[N:11]([C:3]([O:5][CH2:6][CH3:7])=[O:4])[CH:12]=1. Procedure: A mixture of 23.8 g of 2,3-dioxobutyric acid, ethyl ester, (Z)-2-oxime, 18 g of 2-aminomethyl pyridine and 250 ml of acetonitrile was refluxed for 7 hours and then stored at -10° C. overnight. The solid was collected, giving 20.68 g of 5-methyl-2-(2-pyridinyl)-1H-imidazole-3-carboxylic acid, ethyl ester. The reactants are [Na] (sodium), [Br-].[N+](=O)([O-])C1=CC=C(C[N+]2=CC=3C(=C(C=4NC=5C=CC=CC5C4C3C)C(=O)OC)C=C2)C=C1 (2-(p-Nitrobenzyl)-5-carbomethoxy-11-methyl-6H-pyrido [4,3-b] carbazolium Bromide), N(=O)C1=CC=C(N(C)C)C=C1 (p-nitrosodimethylaniline), N#N (N2). Solvent: CO (MeOH), C(Cl)(Cl)Cl (CHCl3). Reaction conditions: time 1 hour. Yields the product OCC1=C2C(=C(C=3C=4C=CC=CC4NC13)C)C=NC=C2 (5-(Hydroxymethyl)-11-methyl-6H-pyrido [4,3-b] carbazole). RXN SMILES: [Na].[Br-].[N+](C1C=CC(C[N+:11]2[CH:32]=[CH:31][C:14]3=[C:15]([C:27](OC)=[O:28])[C:16]4[NH:17][C:18]5[CH:19]=[CH:20][CH:21]=[CH:22][C:23]=5[C:24]=4[C:25]([CH3:26])=[C:13]3[CH:12]=2)=CC=1)([O-])=O.N(C1C=CC(N(C)C)=CC=1)=O.N#N>CO.C(Cl)(Cl)Cl>[OH:28][CH2:27][C:15]1[C:16]2[NH:17][C:18]3[CH:19]=[CH:20][CH:21]=[CH:22][C:23]=3[C:24]=2[C:25]([CH3:26])=[C:13]2[CH:12]=[N:11][CH:32]=[CH:31][C:14]=12 |f:1.2,^1:0|. Procedure: A solution of 170 mg (0.74 mmol) of metallic sodium in 150 mL of MeOH, 1.78 g (3.5 mmol) of the quaternary salt 22, 581 mg (3.5 mmol) of p-nitrosodimethylaniline, and 75 mL of dry CHCl3 was stirred for 5 hours at room temperature in an atmosphere of N2. The suspension was evaporated to dryness and the dried residue was dissolved in 100 mL of dry THF. To the resulting solution there was added 300 mg of LAH. After the mixture was stirred for 1 hour at room temperature, 600 mg of LAH was added. Aft... Reactants: C12CNCCC(C3=C1C=CC=C3)C2 (1,2,3,4,5,6-hexahydro-1,6-methano-3-benzazocine), C=O (formaldehyde), [OH-].[Na+] (sodium hydroxide). Solvent: C(=O)O (formic acid). The product is CN1CC2C3=C(C(CC1)C2)C=CC=C3 (3-methyl-1,2,3,4,5,6-hexahydro-1,6-methano-3-benzazocine). The yield is 68.0%. As a reaction SMILES: [CH:1]12[CH2:13][CH:6]([C:7]3[CH:12]=[CH:11][CH:10]=[CH:9][C:8]=31)[CH2:5][CH2:4][NH:3][CH2:2]2.[CH2:14]=O.[OH-].[Na+]>C(O)=O>[CH3:14][N:3]1[CH2:4][CH2:5][CH:6]2[CH2:13][CH:1]([C:8]3[CH:9]=[CH:10][CH:11]=[CH:12][C:7]=32)[CH2:2]1 |f:2.3|. Reported procedure: To a 10 ml round bottom flask were added 1.50 g (0.00867 ) of 1,2,3,4,5,6-hexahydro-1,6-methano-3-benzazocine, 2ml of formic acid and 2 ml of 40% formaldehyde. The mixture was heated at 95-105° for 3 hours, cooled, 60 ml of 15% sodium hydroxide added, and the aqueous layer extracted with four 60-ml portions of methylene chloride. The combined extracts were concentrated in vacuo in the presence of benzene to remove water. The residue, 1.55 g (0.00829 mol), was distilled (90°-115° bath temperature... Yield: 85.9%. Procedure details: A mixture of Intermediate 5c (150 mg, 0.410 mmol) and Intermediate 39b (230 mg, 0.430 mmol) in 1,4-dioxane (4 mL) and DIPEA (113 μL, 0.65 mmol) was stirred at 90° C. for 4.5 h. The mixture was concentrated in vacuo. The residue was purified by FCC twice, using 0-10% MeOH in DCM, to give the title compound as a pale yellow foam (234 mg, 76%). LCMS (Method 3): Rt 3.03 min, m/z 749.2 [MH+]. Reaction SMILES: [CH3:1][N:2]1[CH2:6][CH2:5][CH2:4][C@H:3]1[C:7]1[N:11]2[CH:12]=[C:13]([O:16][C@H:17]3[C:26]4[C:21](=[CH:22][CH:23]=[CH:24][CH:25]=4)[C@@H:20]([NH2:27])[CH2:19][CH2:18]3)[CH:14]=[CH:15][C:10]2=[N:9][N:8]=1.ClC(Cl)(Cl)C[O:31][C:32](=O)[NH:33][C:34]1[N:35]([C:43]2[CH:48]=[CH:47][CH:46]=[C:45]([O:49][CH2:50][CH2:51][O:52]C3CCCCO3)[CH:44]=2)[N:36]=[C:37]([C:39]([CH3:42])([CH3:41])[CH3:40])[CH:38]=1.CCN(C(C)C)C(C)C>O1CCOCC1>[C:39]([C:37]1[CH:38]=[C:34]([NH:33][C:32]([NH:27][C@@H:20]2[C:21]3[C:26](=[CH:25][CH:24]=[CH:23][CH:22]=3)[C@H:17]([O:16][C:13]3[CH:14]=[CH:15][C:10]4[N:11]([C:7]([C@@H:3]5[CH2:4][CH2:5][CH2:6][N:2]5[CH3:1])=[N:8][N:9]=4)[CH:12]=3)[CH2:18][CH2:19]2)=[O:31])[N:35]([C:43]2[CH:48]=[CH:47][CH:46]=[C:45]([O:49][CH2:50][CH2:51][OH:52])[CH:44]=2)[N:36]=1)([CH3:42])([CH3:40])[CH3:41]. Starting materials: CN1[C@@H](CCC1)C1=NN=C2N1C=C(C=C2)O[C@@H]2CC[C@@H](C1=CC=CC=C21)N ((1S,4R)-4-[3-((S)-1-Methyl-pyrrolidin-2-yl)-[1,2,4]triazolo[4,3-a]pyridin-6-yloxy]-1,2,3,4-tetrahydro-naphthalen-1-ylamine), ClC(COC(NC=1N(N=C(C1)C(C)(C)C)C1=CC(=CC=C1)OCCOC1OCCCC1)=O)(Cl)Cl ((5-tert-Butyl-2-{3-[2-(tetrahydro-pyran-2-yloxy)-ethoxy]-phenyl}-2H-pyrazol-3-yl)-carbamic acid 2,2,2-trichloro-ethyl ester), CCN(C(C)C)C(C)C (DIPEA). Solvent: O1CCOCC1 (1,4-dioxane). The product is C(C)(C)(C)C=1C=C(N(N1)C1=CC(=CC=C1)OCCO)NC(=O)N[C@H]1CC[C@H](C2=CC=CC=C12)OC=1C=CC=2N(C1)C(=NN2)[C@H]2N(CCC2)C (1-{5-tert-Butyl-2-[3-(2-hydroxy-ethoxy)-phenyl]-2H-pyrazol-3-yl}-3-{(1S,4R)-4-[3-((S)-1-methyl-pyrrolidin-2-yl)-[1,2,4]triazolo[4,3-a]pyridin-6-yloxy]-1,2,3,4-tetrahydro-naphthalen-1-yl}-urea). Reaction conditions: temperature 90 celsius, time 4.5 hour. The reactants are N1(CCCC1)CCCCNC1=NN2C(C=3CCCCC13)=NN=C2 (6-[4-(1-pyrrolidinyl)butylamino]-7,8,9,10-tetrahydro-1,2,4-triazolo[3,4-a]phthalazine), Cl (hydrogen chloride). The solvent is C(Cl)Cl (methylene chloride). Product: Cl.N1(CCCC1)CCCCNC1=NN2C(C=3CCCCC13)=NN=C2.Cl.Cl.N2(CCCC2)CCCCNC2=NN1C(C=3CCCCC23)=NN=C1 (6-[4-(1-pyrrolidinyl)butylamino]-7,8,9,10-tetrahydro-1,2,4-triazolo[3,4-a]phthalazine sesquihydrochloride). RXN SMILES: [N:1]1([CH2:6][CH2:7][CH2:8][CH2:9][NH:10][C:11]2[C:20]3[CH2:19][CH2:18][CH2:17][CH2:16][C:15]=3[C:14]3=[N:21][N:22]=[CH:23][N:13]3[N:12]=2)[CH2:5][CH2:4][CH2:3][CH2:2]1.[ClH:24]>C(Cl)Cl>[ClH:24].[N:1]1([CH2:6][CH2:7][CH2:8][CH2:9][NH:10][C:11]2[C:20]3[CH2:19][CH2:18][CH2:17][CH2:16][C:15]=3[C:14]3=[N:21][N:22]=[CH:23][N:13]3[N:12]=2)[CH2:2][CH2:3][CH2:4][CH2:5]1.[ClH:24].[ClH:24].[N:1]1([CH2:6][CH2:7][CH2:8][CH2:9][NH:10][C:11]2[C:20]3[CH2:19][CH2:18][CH2:17][CH2:16][C:15]=3[C:14]3=[N:21][N:22]=[CH:23][N:13]3[N:12]=2)[CH2:2][CH2:3][CH2:4][CH2:5]1 |f:3.4.5.6.7|. Procedure details: The amine obtained above was dissolved in methylene chloride and then treated with an excess of ethereal hydrogen chloride to give 6-[4-(1-pyrrolidinyl)butylamino]-7,8,9,10-tetrahydro-1,2,4-triazolo[3,4-a]phthalazine sesquihydrochloride melting at about 237°-238° C. Reactants: [N+](=O)([O-])C=1C=C(C(=O)OC)C=CN1 (methyl 2-nitroisonicotinate), N (ammonia). Product: [N+](=O)([O-])C=1C=C(C(=O)N)C=CN1 (2-Nitroisonicotinamide). RXN SMILES: [N+:1]([C:4]1[CH:5]=[C:6]([CH:11]=[CH:12][N:13]=1)[C:7](OC)=[O:8])([O-:3])=[O:2].[NH3:14]>>[N+:1]([C:4]1[CH:5]=[C:6]([CH:11]=[CH:12][N:13]=1)[C:7]([NH2:14])=[O:8])([O-:3])=[O:2]. Procedure details: A mixture of 400 mg. of methyl 2-nitroisonicotinate and 2 ml. of 28% aqueous ammonia were stirred at room temperature for 1 hour. The solvent was distilled off, and the residue was recrystallized from ethanol-ether to give 348 mg. of the desired product.